This data is from the Open Reaction Database (ORD), a public repository of structured organic reaction records. The task is: describe an organic reaction: reactants, conditions, products, and yield Starting materials: C(C)(C)N(CC)C(C)C (diisopropylethylamine), C(CCl)Cl (EDC), Cl.C[C@@H]1C[C@H](CN1)O ((3R,5R)-5-Methylpyrrolidin-3-ol hydrochloride), FC(C=1C=C(C(=O)NCC(=O)O)C=CC1)(F)F ((3-Trifluoromethyl-benzoylamino)-acetic acid). The solvent is CO.C(C)(=O)OCC (methanol ethyl acetate), C(C)(=O)OCC (ethyl acetate), ClCCl (dichloromethane), [NH4+].[Cl-].O (NH4Cl H2O). Run at time 4 hour. Yields the product O[C@@H]1C[C@H](N(C1)C(CNC(C1=CC(=CC=C1)C(F)(F)F)=O)=O)C (N-{2-[(2R,4R)-4-Hydroxy-2-methylpyrrolidin-1-yl]-2-oxoethyl}-3-(trifluoromethyl)benzamide). RXN SMILES: Cl.[CH3:2][C@H:3]1[NH:7][CH2:6][C@H:5]([OH:8])[CH2:4]1.C(N(C(C)C)CC)(C)C.[F:18][C:19]([F:34])([F:33])[C:20]1[CH:21]=[C:22]([CH:30]=[CH:31][CH:32]=1)[C:23]([NH:25][CH2:26][C:27](O)=[O:28])=[O:24].C(Cl)CCl>ClCCl.[NH4+].[Cl-].O.CO.C(OCC)(=O)C.C(OCC)(=O)C>[OH:8][C@H:5]1[CH2:6][N:7]([C:27](=[O:28])[CH2:26][NH:25][C:23](=[O:24])[C:22]2[CH:30]=[CH:31][CH:32]=[C:20]([C:19]([F:18])([F:34])[F:33])[CH:21]=2)[C@H:3]([CH3:2])[CH2:4]1 |f:0.1,6.7.8,9.10|. Reported procedure: (3R,5R)-5-Methylpyrrolidin-3-ol hydrochloride (1.80 g, 13 mmol) was dissolved in dichloromethane (50 mL) and diisopropylethylamine (2.1 mL, 12.0 mmol) under nitrogen. (3-Trifluoromethyl-benzoylamino)-acetic acid (2.93 g, 11.85 mmol) was added followed by EDC (3.41 g, 17.8 mmol) and the mixture was stirred at room temperature for four hours. The mixture was diluted with NH4Cl/H2O and extracted twice with ethyl acetate. The combined extracts were washed with NaHCO3/H2O and brine, dried over MgSO4,...